Dataset: the Open Reaction Database (ORD), a public repository of structured organic reaction records. Task: describe an organic reaction: reactants, conditions, products, and yield The reactants are CC1=CC=C(C=C1)OC2=CC=C(C=C2)C (4,4'-dimethyldiphenyl ether), C(C)(=O)CC(C)=O (acetylacetone), C(C)(=O)OCCOC(C)=O (ethylene glycol diacetate). Reagents/catalysts: C(CC)(=O)[O-].[Pd+2].C(CC)(=O)[O-] (palladium propionate). Yields the product CC1=CC2=C(OC3=C2C=C(C=C3)C)C=C1 (2,8-dimethyldibenzofuran). The yield is 18.7%. Reaction SMILES: [CH3:1][C:2]1[CH:7]=[CH:6][C:5]([O:8][C:9]2[CH:14]=[CH:13][C:12]([CH3:15])=[CH:11][CH:10]=2)=[CH:4][CH:3]=1.C(CC(=O)C)(=O)C.C(OCCOC(=O)C)(=O)C>C([O-])(=O)CC.[Pd+2].C([O-])(=O)CC>[CH3:1][C:2]1[CH:3]=[CH:4][C:5]2[O:8][C:9]3[CH:14]=[CH:13][C:12]([CH3:15])=[CH:11][C:10]=3[C:6]=2[CH:7]=1 |f:3.4.5|. Reported procedure: This example was carried out under the same conditions as in Example 1 except that 15.0 g of 4,4'-dimethyldiphenyl ether, 0.038 g (0.15 m. mole) of palladium propionate, 0.015 g (0.15 m. mole) of acetylacetone and 5 ml of ethylene glycol diacetate were employed. As a result, 2.78 g (14 m. moles) of 2,8-dimethyldibenzofuran and 0.78 g (2.0 m. moles) of the dimer also obtained. Product: Cc1ccc(NC(=O)Nc2cccc(CCN3CCN(C(=O)OC(C)(C)C)CC3)c2)cn1. As a reaction SMILES: [CH3:38][CH2:39][O:40][C:41]([CH3:42])=[O:43].[N:1](=[C:2]=[O:3])[c:4]1[cH:5][cH:6][c:7]([CH3:10])[n:8][cH:9]1.[NH2:16][c:17]1[cH:18][c:19]([CH2:20][CH2:21][N:22]2[CH2:23][CH2:24][N:25]([C:28](=[O:29])[O:30][C:31]([CH3:32])([CH3:33])[CH3:34])[CH2:26][CH2:27]2)[cH:35][cH:36][cH:37]1.[Na+:15].[O-:11][C:12]([OH:13])=[O:14]>>[NH:1]([C:2](=[O:3])[NH:16][c:17]1[cH:18][c:19]([CH2:20][CH2:21][N:22]2[CH2:23][CH2:24][N:25]([C:28](=[O:29])[O:30][C:31]([CH3:32])([CH3:33])[CH3:34])[CH2:26][CH2:27]2)[cH:35][cH:36][cH:37]1)[c:4]1[cH:5][cH:6][c:7]([CH3:10])[n:8][cH:9]1. The reactants are CCOC(C)=O, Cc1ccc(N=C=O)cn1, CC(C)(C)OC(=O)N1CCN(CCc2cccc(N)c2)CC1, [Na+], O=C([O-])O. The reactants are BrC1=C(C(=CC(=C1)Cl)N(C(C)=O)C1=CC(=C(C=C1)OC)OC1CCCC1)O (2-bromo-4-chloro-6-(3-cyclopentyloxy-4-methoxy-phenyl-acetylamino)-phenol), P(=O)(Cl)(Cl)Cl (phosphorus oxychloride). Solvent: C1(=CC=CC=C1)C (toluene). Run at time 1 hour. Yields the product O1C=NC2=C1C=CC=C2 (benzoxazole). Yield: 261.2%. Reaction SMILES: Br[C:2]1[CH:7]=[C:6](Cl)[CH:5]=[C:4]([N:9](C2C=CC(OC)=C(OC3CCCC3)C=2)[C:10](=O)C)[C:3]=1[OH:27].P(Cl)(Cl)(Cl)=O>C1(C)C=CC=CC=1>[O:27]1[C:3]2[CH:2]=[CH:7][CH:6]=[CH:5][C:4]=2[N:9]=[CH:10]1. Procedure: A suspension of 32.9 g (72.4 mmol) of 2-bromo-4-chloro-6-(3-cyclopentyloxy-4-methoxy-phenyl-acetylamino)-phenol in 400 ml of toluene and 39.7 ml (434 mmol) of phosphorus oxychloride was refluxed for 1.5 hours. Some solid material was filtered off and the filtrate evaporated to dryness in vacuo. The honey-like residue was suspended in 200 ml of sodium bicarbonate solution for 1 hours. The solid was collected, washed and dried at 25° C. to give 22.53 g (71.2%) of crude benzoxazole. Reactants: [N+](=O)([O-])C=1C=CC(=NC1)OC1=CC=C(C=C1)C(C)=O (1-{4-[(5-nitro-2-pyridinyl)oxy]phenyl}-1-ethanone), C(C)(=O)OCC.CCCCCC (ethyl acetate n-hexane). Isolated yield 2.7%. Reaction conditions: temperature 0 celsius, time 8 hour. Reagents/catalysts: [C].[Pd] (palladium-carbon). Solvent: C(C)(=O)OCC (ethyl acetate). RXN SMILES: [N+:1]([C:4]1[CH:5]=[CH:6][C:7]([O:10][C:11]2[CH:16]=[CH:15][C:14]([C:17](=[O:19])[CH3:18])=[CH:13][CH:12]=2)=[N:8][CH:9]=1)([O-])=O.C(OCC)(=O)C.CCCCCC>C(OCC)(=O)C.[C].[Pd]>[NH2:1][C:4]1[CH:5]=[CH:6][C:7]([O:10][C:11]2[CH:16]=[CH:15][C:14]([CH:17]([OH:19])[CH3:18])=[CH:13][CH:12]=2)=[N:8][CH:9]=1 |f:1.2,4.5|. Yields the product NC=1C=CC(=NC1)OC1=CC=C(C=C1)C(C)O (1-{4-[(5-amino-2-pyridinyl)oxy]phenyl]-1-ethanol). Reported procedure: 8.14 g of 1-{4-[(5-nitro-2-pyridinyl)oxy]phenyl}-1-ethanone was dissolved in 15 ml of ethyl acetate and, after adding 2 g of 10% palladium-carbon, the mixture was stirred at 0° C. under partial hydrogen pressure overnight. After the completion of the reaction, the reaction solution was filtered with celite and the filtrate was concentrated under reduced pressure. The resulting residue was purified by silica gel chromatography. The compound synthesized in Reference Example 24 was obtained from a ... Reactants: O1CCCC1 (tetrahydrofuran), FC=1C=C(C=CC1F)C1CCC(CC1)C1C(CCCC1)=O (4-(3,4-difluorophenyl)cyclohexylcyclohexanone), [Br-].O1C(OCCC1)CC[P+](C1=CC=CC=C1)(C1=CC=CC=C1)C1=CC=CC=C1 (2-(1,3-dioxan-2-yl)ethyltriphenylphosphonium bromide), O1CCCC1 (tetrahydrofuran), CC(C)([O-])C.[K+] (potassium t-butoxide). Solvent: CCOCC (ether). Run at time 1 hour. The product is O1C(OCCC1)CC=C1CCC(CC1)C1CCC(CC1)C1=CC(=C(C=C1)F)F (1-(2-(1,3-dioxan-2-yl)ethylidene)-4-(4-(3,4-difluorophenyl)cyclohexyl)cyclohexane). Reaction SMILES: [Br-].[O:2]1[CH2:7][CH2:6][CH2:5][O:4][CH:3]1[CH2:8][CH2:9][P+](C1C=CC=CC=1)(C1C=CC=CC=1)C1C=CC=CC=1.O1CCCC1.CC(C)([O-])C.[K+].[F:40][C:41]1[CH:42]=[C:43]([CH:48]2[CH2:53][CH2:52][CH:51]([CH:54]3[CH2:59][CH2:58][CH2:57][CH2:56][C:55]3=O)[CH2:50][CH2:49]2)[CH:44]=[CH:45][C:46]=1[F:47]>CCOCC>[O:4]1[CH2:5][CH2:6][CH2:7][O:2][CH:3]1[CH2:8][CH:9]=[C:57]1[CH2:56][CH2:55][CH:54]([CH:51]2[CH2:50][CH2:49][CH:48]([C:43]3[CH:44]=[CH:45][C:46]([F:47])=[C:41]([F:40])[CH:42]=3)[CH2:53][CH2:52]2)[CH2:59][CH2:58]1 |f:0.1,3.4|. Procedure details: Into a three-necked flask equipped with a dropping funnel, a three-way cock and a thermometer was placed 2-(1,3-dioxan-2-yl)ethyltriphenylphosphonium bromide (12.3 g, 27 mmols), followed by adding tetrahydrofuran (100 ml), suspending, and stirring under ice cooling till the liquid temperature reached 10° C. The reaction mixture was added potassium t-butoxide (3.0 g, 27 mmols), followed by elevating the temperature up to room temperature under ice cooling for one hour, stirring for one hour, and ...